This data is from the Open Reaction Database (ORD), a public repository of structured organic reaction records. The task is: describe an organic reaction: reactants, conditions, products, and yield Reactants: C(=O)(N1C=NC=C1)N1C=NC=C1 (1,1′-Carbonyl-diimidazol), C[Si](C=1C=C(C=CC1)N)(C)C (3-trimethylsilanyl-phenylamine), NC1=CC=C(OC2=NC(=NC=C2)NCCCO)C=C1 (3-[4-(4-Amino-phenoxy)-pyrimidin-2-ylamino]-propan-1-ol). Run in ClCCl (dichloro-methane), ClCCl (dichloromethane). Conditions: time 12 hour. Product: OCCCNC1=NC=CC(=N1)OC1=CC=C(C=C1)NC(=O)NC1=CC=CC=C1 (1-{4-[2-(3-Hydroxy-propylamino)-pyrimidin-4-yloxy]-phenyl}-3-phenyl-urea). As a reaction SMILES: [C:1]([N:8]1[CH:12]=[CH:11]N=C1)([N:3]1[CH:7]=[CH:6]N=C1)=[O:2].C[Si](C)(C)C1C=[C:17](N)[CH:18]=[CH:19][CH:20]=1.NC1C=[CH:41][C:28]([O:29][C:30]2[CH:35]=[CH:34][N:33]=[C:32]([NH:36][CH2:37][CH2:38][CH2:39][OH:40])[N:31]=2)=[CH:27][CH:26]=1>ClCCl>[OH:40][CH2:39][CH2:38][CH2:37][NH:36][C:32]1[N:31]=[C:30]([O:29][C:28]2[CH:41]=[CH:11][C:12]([NH:8][C:1]([NH:3][C:7]3[CH:6]=[CH:17][CH:18]=[CH:19][CH:20]=3)=[O:2])=[CH:26][CH:27]=2)[CH:35]=[CH:34][N:33]=1. Reported procedure: 283 mg (1.75 mmol) 1,1′-Carbonyl-diimidazol (CDI) were given to a solution of 262 mg (1.59 mmol) 3-trimethylsilanyl-phenylamine (Kimes, A. S., J. Med. Chem. 35 (1992) 4683-4689) in 4.0 ml dichloro-methane and stirred for 12 h. A solution of 413 mg (1.59 mmol) 3-[4-(4-Amino-phenoxy)-pyrimidin-2-ylamino]-propan-1-ol in 6 ml dichloromethane was added within 30 min. and the mixture stirred for 12 h at r.t. The reaction mixture was evaporated and the residue was purified by chromatography on silica g... RXN SMILES: [CH:1]1[C:6](=O)C=C(C(O)=O)[O:3][C:2]=1C(O)=O.C(O[C:17](=[O:23])[C:18]([O:20][CH2:21][CH3:22])=[O:19])C.CC(C)=O.[O-]CC.[Na+]>>[O:3]=[C:2]([CH2:1][CH3:6])[C:17](=[O:23])[C:18]([O:20][CH2:21][CH3:22])=[O:19] |f:3.4|. The product is O=C(C(C(=O)OCC)=O)CC (ethyl dioxovalerate). Reactants: C(C)OC(C(=O)OCC)=O (diethyloxalate), CC(=O)C (acetone), [O-]CC.[Na+] (sodium ethoxide), II, 16549v, C1=C(OC(=CC1=O)C(=O)O)C(=O)O (chelidonic acid). Procedure: Riegel, Zwilgmeyer, Organic Syntheses Coll., Vol. II, 126 (1943) and Huang et al. CA 98(3):16549v describe the preparation of chelidonic acid. In a first step rapid addition of 1.03 equivalents of diethyloxalate and 1 equivalent of acetone to a slight excess of sodium ethoxide yields ethyl dioxovalerate as the major product. In a second step another equivalent of diethyloxalate and hot sodium ethoxide solution is quickly added to the reaction causing a Claisen condensation with ethyl dioxovalera... The reactants are CCOC(=O)c1cn(C2CC2F)c2c(C)c(N3CC4C(F)(F)CCC4(NC(=O)OC(C)(C)C)C3)c(F)cc2c1=O, CCO, [Na+], [OH-], O=C(O)CC(O)(CC(=O)O)C(=O)O. Product: Cc1c(N2CC3C(F)(F)CCC3(NC(=O)OC(C)(C)C)C2)c(F)cc2c(=O)c(C(=O)O)cn(C3CC3F)c12. Reaction SMILES: [C:1]([CH3:2])([CH3:3])([CH3:4])[O:5][C:6](=[O:7])[NH:8][C:9]12[CH2:10][N:11]([c:19]3[c:20]([F:40])[cH:21][c:22]4[c:23](=[O:39])[c:24]([C:34](=[O:35])[O:36][CH2:37][CH3:38])[cH:25][n:26]([CH:30]5[CH:31]([F:33])[CH2:32]5)[c:27]4[c:28]3[CH3:29])[CH2:12][CH:13]1[C:14]([F:17])([F:18])[CH2:15][CH2:16]2.[CH3:56][CH2:57][OH:58].[Na+:42].[OH-:41].[OH:43][C:44]([CH2:45][C:46]([C:47](=[O:48])[OH:49])([CH2:50][C:51](=[O:52])[OH:53])[OH:54])=[O:55]>>[C:1]([CH3:2])([CH3:3])([CH3:4])[O:5][C:6](=[O:7])[NH:8][C:9]12[CH2:10][N:11]([c:19]3[c:20]([F:40])[cH:21][c:22]4[c:23](=[O:39])[c:24]([C:34](=[O:35])[OH:36])[cH:25][n:26]([CH:30]5[CH:31]([F:33])[CH2:32]5)[c:27]4[c:28]3[CH3:29])[CH2:12][CH:13]1[C:14]([F:17])([F:18])[CH2:15][CH2:16]2. Starting materials: O=C([O-])[O-], COP(=O)(OC)OC, CN(C)C=O, [K+], [K+], O=C([O-])[O-], COc1cc(C=O)ccc1O, O. Yields the product COc1ccc(C=O)cc1OC. RXN SMILES: [C:12](=[O:13])([O-:14])[O-:15].[CH3:22][O:23][P:24]([O:25][CH3:26])([O:27][CH3:28])=[O:29].[CH3:31][N:32]([CH3:33])[CH:34]=[O:35].[K+:16].[K+:17].[O-:18][C:19](=[O:20])[O-:21].[O:1]=[CH:2][c:3]1[cH:4][c:5]([O:6][CH3:7])[c:8]([OH:9])[cH:10][cH:11]1.[OH2:30]>>[O:1]=[CH:2][c:3]1[cH:4][c:5]([O:6][CH3:7])[c:8]([O:9][CH3:12])[cH:10][cH:11]1. Reactants: C1(=CC=CC=C1)C=1CCN(CC1)CCC#CC1=CC=C(C=C1)N (4-(3,6-dihydro-4-phenyl-1(2H)-pyridinyl-1-butynyl]benzenamine), C(C)(=O)Cl (acetyl chloride), O (water). Product: C1(=CC=CC=C1)C=1CCN(CC1)CCC#CC1=CC=C(C=C1)NC(C)=O (N-[4-[4-(3,6-Dihydro-4-phenyl-1(2H)-pyridinyl)1-butynyl]phenyl]acetamide). As a reaction SMILES: [C:1]1([C:7]2[CH2:8][CH2:9][N:10]([CH2:13][CH2:14][C:15]#[C:16][C:17]3[CH:22]=[CH:21][C:20]([NH2:23])=[CH:19][CH:18]=3)[CH2:11][CH:12]=2)[CH:6]=[CH:5][CH:4]=[CH:3][CH:2]=1.[C:24](Cl)(=[O:26])[CH3:25].O>>[C:1]1([C:7]2[CH2:12][CH2:11][N:10]([CH2:13][CH2:14][C:15]#[C:16][C:17]3[CH:22]=[CH:21][C:20]([NH:23][C:24](=[O:26])[CH3:25])=[CH:19][CH:18]=3)[CH2:9][CH:8]=2)[CH:2]=[CH:3][CH:4]=[CH:5][CH:6]=1. Procedure details: The title compound is prepared from 4-[4-(3,6-dihydro-4-phenyl-1(2H)-pyridinyl-1-butynyl]benzenamine (Example 21) and acetyl chloride, containing 0.1 mol of water; mp 172°-173.4° C. Reactants: ClC1=NC2=C(C=CC=C2C=C1CO)C ((2-chloro-8-methylquinolin-3-yl)methanol), COC=1C=C(C=CC1)B(O)O (3-methoxyphenylboronic acid), C(=O)([O-])[O-].[K+].[K+] (K2CO3). Reagents/catalysts: C=1C=CC(=CC1)[P](C=2C=CC=CC2)(C=3C=CC=CC3)[Pd]([P](C=4C=CC=CC4)(C=5C=CC=CC5)C=6C=CC=CC6)([P](C=7C=CC=CC7)(C=8C=CC=CC8)C=9C=CC=CC9)[P](C=1C=CC=CC1)(C=1C=CC=CC1)C=1C=CC=CC1 (Pd(PPh3)4). The solvent is O1CCOCC1.O (1,4-dioxane water). Reaction conditions: temperature 150 celsius. Yields the product COC=1C=C(C=CC1)C1=NC2=C(C=CC=C2C=C1CO)C ([2-(3-Methoxyphenyl)-8-methylquinolin-3-yl]methanol). Isolated yield 75.5%. RXN SMILES: Cl[C:2]1[C:11]([CH2:12][OH:13])=[CH:10][C:9]2[C:4](=[C:5]([CH3:14])[CH:6]=[CH:7][CH:8]=2)[N:3]=1.[CH3:15][O:16][C:17]1[CH:18]=[C:19](B(O)O)[CH:20]=[CH:21][CH:22]=1.C([O-])([O-])=O.[K+].[K+]>O1CCOCC1.O.C1C=CC([P]([Pd]([P](C2C=CC=CC=2)(C2C=CC=CC=2)C2C=CC=CC=2)([P](C2C=CC=CC=2)(C2C=CC=CC=2)C2C=CC=CC=2)[P](C2C=CC=CC=2)(C2C=CC=CC=2)C2C=CC=CC=2)(C2C=CC=CC=2)C2C=CC=CC=2)=CC=1>[CH3:15][O:16][C:17]1[CH:22]=[C:21]([C:2]2[C:11]([CH2:12][OH:13])=[CH:10][C:9]3[C:4](=[C:5]([CH3:14])[CH:6]=[CH:7][CH:8]=3)[N:3]=2)[CH:20]=[CH:19][CH:18]=1 |f:2.3.4,5.6,^1:42,44,63,82|. Procedure: To a solution of (2-chloro-8-methylquinolin-3-yl)methanol (300 mg, 1.45 mmol) in 1,4-dioxane/water (4 mL/1 mL) was added 3-methoxyphenylboronic acid (261 mg, 1.74 mmol), K2CO3 (400 mg, 2.9 mmol) and Pd(PPh3)4 (167 mg, 0.145 mmol). The mixture was degassed and heated in a microwave at 150° C. for 1 h. The solvent was removed in vacuo and the residue dissolved in DCM (50 mL) and washed with water (2×10 mL). The organic layer was separated, dried (MgSO4), filtered and the solvent removed in vacuo. ...